Task: describe an organic reaction: reactants, conditions, products, and yield. Dataset: the Open Reaction Database (ORD), a public repository of structured organic reaction records Reactants: ClC=1C=C(C=O)C(=CN1)C#CC1=C(C=CC=C1)Cl (2-chloro-5-((2-chlorophenyl)ethynyl)isonicotinaldehyde), C(C)(=O)[O-].[Na+] (sodium acetate), Cl.NO (hyroxylamine hydrochloride). Run in C(C)O (ethanol), ClC(C)Cl (dichloroethane), C(C)(=O)OCC (ethyl acetate). Reaction conditions: temperature 50 celsius. Product: ClC=1C=C(C=NO)C(=CN1)C#CC1=C(C=CC=C1)Cl (2-chloro-5-((2-chlorophenyl)ethynyl)isonicotinaldehyde oxime). As a reaction SMILES: [Cl:1][C:2]1[CH:3]=[C:4]([C:7]([C:10]#[C:11][C:12]2[CH:17]=[CH:16][CH:15]=[CH:14][C:13]=2[Cl:18])=[CH:8][N:9]=1)[CH:5]=O.C([O-])(=O)C.[Na+].Cl.[NH2:25][OH:26]>C(O)C.ClC(Cl)C.C(OCC)(=O)C>[Cl:1][C:2]1[CH:3]=[C:4]([C:7]([C:10]#[C:11][C:12]2[CH:17]=[CH:16][CH:15]=[CH:14][C:13]=2[Cl:18])=[CH:8][N:9]=1)[CH:5]=[N:25][OH:26] |f:1.2,3.4|. Reported procedure: A mixture of 2-chloro-5-((2-chlorophenyl)ethynyl)isonicotinaldehyde (1.1 g, 4.0 mmol), sodium acetate (490 mg, 6 mmol), and hyroxylamine hydrochloride (415 mg, 6 mmol) in ethanol (23 mL) and dichloroethane (13 mL) was heated at 50° C. for 15 minutes. The cooled reaction mixture was evaporated in vacuo to afford a residue that was redissolved in ethyl acetate (150 mL) and washed with water (100 mL). The organic layer was separated, dried over sodium sulfate, filtered, and evaporated in vacuo to a... Starting materials: [NH-]c1cccc(S(N)(=O)=O)c1, O=C(O)c1cnc(-c2ccccc2)nc1. The product is NS(=O)(=O)c1cccc(NC(=O)c2cnc(-c3ccccc3)nc2)c1. Reaction SMILES: [S:16]([NH2:17])(=[O:18])(=[O:19])[c:20]1[cH:21][c:22]([NH-:26])[cH:23][cH:24][cH:25]1.[c:1]1(-[c:7]2[n:8][cH:9][c:10]([C:13](=[O:14])[OH:15])[cH:11][n:12]2)[cH:2][cH:3][cH:4][cH:5][cH:6]1>>[c:1]1(-[c:7]2[n:8][cH:9][c:10]([C:13](=[O:15])[NH:26][c:22]3[cH:21][c:20]([S:16]([NH2:17])(=[O:18])=[O:19])[cH:25][cH:24][cH:23]3)[cH:11][n:12]2)[cH:2][cH:3][cH:4][cH:5][cH:6]1. The reactants are ( 00 ), OCC1OC2(OC1)CC(CC2)CC(=O)OCC (ethyl 2-(hydroxymethyl)-1,4-dioxaspiro[4.4]nonane-7-acetate), C1(=CC=C(C=C1)S(=O)(=O)Cl)C (p-toluenesulfonyl chloride). As a reaction SMILES: [OH:1][CH2:2][CH:3]1[CH2:7][O:6][C:5]2([CH2:11][CH2:10][CH:9]([CH2:12][C:13]([O:15][CH2:16][CH3:17])=[O:14])[CH2:8]2)[O:4]1.[C:18]1([CH3:28])[CH:23]=[CH:22][C:21]([S:24](Cl)(=[O:26])=[O:25])=[CH:20][CH:19]=1>N1C=CC=CC=1.CCOCC>[CH3:28][C:18]1[CH:23]=[CH:22][C:21]([S:24]([O:1][CH2:2][CH:3]2[CH2:7][O:6][C:5]3([CH2:11][CH2:10][CH:9]([CH2:12][C:13]([O:15][CH2:16][CH3:17])=[O:14])[CH2:8]3)[O:4]2)(=[O:26])=[O:25])=[CH:20][CH:19]=1. Run at time 2 hour. The solvent is CCOCC (ether), N1=CC=CC=C1 (pyridine). Procedure: To a cold (00) stirred solution of the alcohol of Example K (2.44 g, 10 mmol) in pyridine (30 ml) is added p-toluenesulfonyl chloride (1.91 g, 10 mmol) in portions over 15 minutes. When addition is completed, the reaction mixture is stirred at room temperature for 2 hrs. The reaction mixture is diluted with ether and washed successively with water, 0.5N aqueous sodium bisulfate solution, 5% aqueous sodium bicarbonate solution and water. The organic layer is dried over sodium sulfate, filtered, a... Product: CC1=CC=C(C=C1)S(=O)(=O)OCC1OC2(OC1)CC(CC2)CC(=O)OCC (ethyl 2-[[[(4-methylphenyl)sulfonyl]oxy]methyl]-1,4-dioxaspiro[4.4]nonane-7-acetate). The reactants are COC(C[C@@H]1COC2=C1C=CC(=C2)O[C@@H]2CCC1=C(C(=CC=C21)C#N)Br)=O ({(S)-6-[(R)-4-bromo-5-cyano-indan-1-yloxy]-2,3-dihydro-benzofuran-3-yl}-acetic acid methyl ester), FC1=CC=C(CBr)C=C1 (4-fluoro-benzyl bromide), Intermediate 7. Product: COC(C[C@@H]1COC2=C1C=CC(=C2)O[C@@H]2CCC1=C(C(=CC=C21)C#N)CC2=CC=C(C=C2)F)=O ({(S)-6-[(R)-5-Cyano-4-(4-fluoro-benzyl)-indan-1-yloxy]-2,3-dihydro-benzofuran-3-yl}-acetic acid methyl ester). As a reaction SMILES: [CH3:1][O:2][C:3](=[O:27])[CH2:4][C@H:5]1[C:9]2[CH:10]=[CH:11][C:12]([O:14][C@H:15]3[C:23]4[C:18](=[C:19](Br)[C:20]([C:24]#[N:25])=[CH:21][CH:22]=4)[CH2:17][CH2:16]3)=[CH:13][C:8]=2[O:7][CH2:6]1.[F:28][C:29]1[CH:36]=[CH:35][C:32]([CH2:33]Br)=[CH:31][CH:30]=1>>[CH3:1][O:2][C:3](=[O:27])[CH2:4][C@H:5]1[C:9]2[CH:10]=[CH:11][C:12]([O:14][C@H:15]3[C:23]4[C:18](=[C:19]([CH2:33][C:32]5[CH:35]=[CH:36][C:29]([F:28])=[CH:30][CH:31]=5)[C:20]([C:24]#[N:25])=[CH:21][CH:22]=4)[CH2:17][CH2:16]3)=[CH:13][C:8]=2[O:7][CH2:6]1. Procedure: The title compound is prepared from {(S)-6-[(R)-4-bromo-5-cyano-indan-1-yloxy]-2,3-dihydro-benzofuran-3-yl}-acetic acid methyl ester and 4-fluoro-benzyl bromide following a procedure analogous to that described for Intermediate 7. LC (method 6): tR=1.18 min; Mass spectrum (ESI+): m/z=458 [M+H]+.